From a dataset of the Open Reaction Database (ORD), a public repository of structured organic reaction records. describe an organic reaction: reactants, conditions, products, and yield Starting materials: three, C(C)OC(C)OC=1C=C2C=CC(=CC2=CC1)C=O (6-(1-ethoxy ethoxy)-2-naphthaldehyde), O (water), CC(C)([O-])C.[K+] (potassium tert-butoxide). Reagents/catalysts: [Br-].C[P+](C1=CC=CC=C1)(C1=CC=CC=C1)C1=CC=CC=C1 (methyltriphenylphosphonium bromide). Run in C1CCOC1 (THF), C1CCOC1 (THF). Conditions: time 1 hour. The product is C(C)OC(C)OC=1C=C2C=CC(=CC2=CC1)C=C (6-(1-ethoxy ethoxy)-2-vinylnaphthalene). Isolated yield 96.3%. Reaction SMILES: [CH3:1]C(C)([O-])C.[K+].[CH2:7]([O:9][CH:10]([O:12][C:13]1[CH:14]=[C:15]2[C:20](=[CH:21][CH:22]=1)[CH:19]=[C:18]([CH:23]=O)[CH:17]=[CH:16]2)[CH3:11])[CH3:8].O>[Br-].C[P+](C1C=CC=CC=1)(C1C=CC=CC=1)C1C=CC=CC=1.C1COCC1>[CH2:7]([O:9][CH:10]([O:12][C:13]1[CH:14]=[C:15]2[C:20](=[CH:21][CH:22]=1)[CH:19]=[C:18]([CH:23]=[CH2:1])[CH:17]=[CH:16]2)[CH3:11])[CH3:8] |f:0.1,4.5|. Procedure details: In a 1 L three neck flask, equipped with an overhead mechanical stirrer, was added 45 g of methyltriphenylphosphonium bromide (0.126 mol) under nitrogen atmosphere. To this were added anhydrous 300 mL of THF and 16.02 g of potassium tert-butoxide (0.1428 mol). After 1 h of stirring, 20 g of 6-(1-ethoxy ethoxy)-2-naphthaldehyde (0.0819 mol), dissolved in 50 mL of THF, was added dropwise using a cannular and the reaction mixture was stirred overnight. After overnight stirring, deionized water (200...